From a dataset of the Open Reaction Database (ORD), a public repository of structured organic reaction records. describe an organic reaction: reactants, conditions, products, and yield The reactants are O=C([O-])[O-], CI, CS(C)=O, O=C(O)c1ccncc1Cl, [K+], [K+]. Product: COC(=O)c1ccncc1Cl. Reaction SMILES: [C:1](=[O:2])([O-:3])[O-:4].[CH3:17][I:18].[CH3:19][S:20]([CH3:21])=[O:22].[Cl:7][c:8]1[c:9]([C:10](=[O:11])[OH:12])[cH:13][cH:14][n:15][cH:16]1.[K+:5].[K+:6]>>[CH3:1][O:12][C:10]([c:9]1[c:8]([Cl:7])[cH:16][n:15][cH:14][cH:13]1)=[O:11]. Starting materials: CC1(OC[C@H]([C@@H](C1)O)N[C@H](C)C1=CC=CC=C1)C ((4R,5R)-2,2-dimethyl-5-((R)-1-phenylethylamino)-tetrahydro-2H-pyran-4-ol). The reagents and catalysts are [Pd] (palladium on carbon). The solvent is CO (methanol). Reaction conditions: time 8 hour. Yields the product N[C@H]1[C@@H](CC(OC1)(C)C)O ((4R,5R)-5-amino-2,2-dimethyl-tetrahydro-2H-pyran-4-ol). Yield: 157.8%. RXN SMILES: [CH3:1][C:2]1([CH3:18])[CH2:7][C@@H:6]([OH:8])[C@H:5]([NH:9][C@@H](C2C=CC=CC=2)C)[CH2:4][O:3]1>[Pd].CO>[NH2:9][C@@H:5]1[CH2:4][O:3][C:2]([CH3:18])([CH3:1])[CH2:7][C@H:6]1[OH:8]. Reported procedure: A mixture of (4R,5R)-2,2-dimethyl-5-((R)-1-phenylethylamino)-tetrahydro-2H-pyran-4-ol (600 mg, 2.40 mmol) and 10% palladium on carbon (100 mg) in methanol (50 mL) was stirred at room temperature under hydrogenation overnight. After that, the mixture was filtered through a pad of celite, and the filtrate was concentrated to afford the title compound (550 mg, crude) as a yellow oil, which was used directly for the next step without further purification. Reactants: N#Cc1ccc(F)cc1Br, C1CCOC1, Cl, CN(C)C=O. Product: N#Cc1ccc(F)cc1C=O. As a reaction SMILES: [Br:1][c:2]1[c:3]([C:4]#[N:5])[cH:6][cH:7][c:8]([F:10])[cH:9]1.[CH2:17]1[O:18][CH2:19][CH2:20][CH2:21]1.[ClH:16].[O:11]=[CH:12][N:13]([CH3:14])[CH3:15]>>[c:2]1([CH:12]=[O:11])[c:3]([C:4]#[N:5])[cH:6][cH:7][c:8]([F:10])[cH:9]1. Starting materials: ClC1=CC=C(S1)C(=O)C=1C=C2C(=CC(NC2=CC1)=O)C1=CC(=CC=C1)I (6-(5-Chloro-thiophene-2-carbonyl)-4-(3-iodo-phenyl)-1H-quinolin-2-one), CI (methyl iodide). Reagents/catalysts: [Cl-].C(C1=CC=CC=C1)[N+](CC)(CC)CC (benzyltriethylammonium chloride). Run in O1CCCC1 (tetrahydrofuran), [OH-].[Na+] (sodium hydroxide). Conditions: time 24 hour. Product: ClC1=CC=C(S1)C(=O)C=1C=C2C(=CC(N(C2=CC1)C)=O)C1=CC(=CC=C1)I (6-(5-chloro-thiophene-2-carbonyl)-4-(3-iodo-phenyl)-1-methyl-1H-quinolin-2-one). As a reaction SMILES: [Cl:1][C:2]1[S:6][C:5]([C:7]([C:9]2[CH:10]=[C:11]3[C:16](=[CH:17][CH:18]=2)[NH:15][C:14](=[O:19])[CH:13]=[C:12]3[C:20]2[CH:25]=[CH:24][CH:23]=[C:22]([I:26])[CH:21]=2)=[O:8])=[CH:4][CH:3]=1.[CH3:27]I>O1CCCC1.[Cl-].C([N+](CC)(CC)CC)C1C=CC=CC=1.[OH-].[Na+]>[Cl:1][C:2]1[S:6][C:5]([C:7]([C:9]2[CH:10]=[C:11]3[C:16](=[CH:17][CH:18]=2)[N:15]([CH3:27])[C:14](=[O:19])[CH:13]=[C:12]3[C:20]2[CH:25]=[CH:24][CH:23]=[C:22]([I:26])[CH:21]=2)=[O:8])=[CH:4][CH:3]=1 |f:3.4,5.6|. Procedure: If one were to take 3 mmole of quinolone 5 from Step D dissolved in tetrahydrofuran (THF) and treat it with 1.5 equivalents of methyl iodide, 0.5 equivalents of benzyltriethylammonium chloride in 10 N aqueous sodium hydroxide and stir the resulting mixture for 24 hours followed by organic extraction with methylene chloride one would produce the resulting product, 6-(5-chloro-thiophene-2-carbonyl)-4-(3-iodo-phenyl)-1-methyl-1H-quinolin-2-one (6). Reactants: IC1=C(C(=O)O)C=C(C=C1I)I (2,3,5-triiodobenzoic acid), [H-].[Al+3].[Li+].[H-].[H-].[H-] (lithium aluminum hydride). The product is IC=1C=C(CO)C=C(C1)I (3,5-diiodobenzyl alcohol). Reaction SMILES: I[C:2]1[C:10]([I:11])=[CH:9][C:8]([I:12])=[CH:7][C:3]=1[C:4](O)=[O:5].[H-].[Al+3].[Li+].[H-].[H-].[H-]>>[I:11][C:10]1[CH:2]=[C:3]([CH:7]=[C:8]([I:12])[CH:9]=1)[CH2:4][OH:5] |f:1.2.3.4.5.6|. Reported procedure: Using the procedure of B, Gaux and D. LeHenaff, Bull. Soc. Chem. Fr., 34, 505 (1974), 2,3,5-triiodobenzoic acid (Aldrich) was treated with lithium aluminum hydride to give 3,5-diiodobenzyl alcohol with m.p. of 136.5°-140° (literature 137°). Using the procedure outlined in Example 4, 3,5-diiodobenzyl alcohol was treated with n-hexyl chloroformate giving s in Table I (ND25 =1.5800). The reactants are CN(CCCOC1=C(C=CC=C1)C=NCCC1=CC=CC=C1)C (N-[[2-[3-(dimethylamino)propoxy]phenyl]methylene]benzeneethanamine), [BH4-].[Na+] (sodium borohydride). The solvent is CO (methanol). Conditions: temperature 35 celsius, time 3 hour. Yields the product CN(CCCOC1=C(C=CC=C1)CNCCC1=CC=CC=C1)C (N-[[2-[3-(Dimethylamino)propoxy]phenyl]methyl]benzeneethanamine). Yield: 93.3%. RXN SMILES: [CH3:1][N:2]([CH3:23])[CH2:3][CH2:4][CH2:5][O:6][C:7]1[CH:12]=[CH:11][CH:10]=[CH:9][C:8]=1[CH:13]=[N:14][CH2:15][CH2:16][C:17]1[CH:22]=[CH:21][CH:20]=[CH:19][CH:18]=1.[BH4-].[Na+]>CO>[CH3:23][N:2]([CH3:1])[CH2:3][CH2:4][CH2:5][O:6][C:7]1[CH:12]=[CH:11][CH:10]=[CH:9][C:8]=1[CH2:13][NH:14][CH2:15][CH2:16][C:17]1[CH:18]=[CH:19][CH:20]=[CH:21][CH:22]=1 |f:1.2|. Procedure: A stirred solution of 36.0 g of N-[[2-[3-(dimethylamino)propoxy]phenyl]methylene]benzeneethanamine in 200 ml of methanol is treated portionwise with 13.0 g of sodium borohydride. The temperature is maintained at 35° C. using a cold water bath. After 3 hours, the solvent is evaporated and the semi-solid residue is treated with 300 ml of water. The product is extracted twice with 100 ml portions of ether. The solvent fractions are combined, treated with water, dried and concentrated to give 33.8 g...